From a dataset of the Open Reaction Database (ORD), a public repository of structured organic reaction records. describe an organic reaction: reactants, conditions, products, and yield Starting materials: CO, CC(c1c(F)cc2ncccc2c1F)N1C(=O)c2ccccc2C1=O, NN, O. Yields the product CC(N)c1c(F)cc2ncccc2c1F. As a reaction SMILES: [CH3:29][OH:30].[F:1][c:2]1[c:3]2[cH:4][cH:5][cH:6][n:7][c:8]2[cH:9][c:10]([F:25])[c:11]1[CH:12]([CH3:13])[N:14]1[C:15](=[O:16])[c:17]2[c:18]([cH:19][cH:20][cH:21][cH:22]2)[C:23]1=[O:24].[NH2:27][NH2:28].[OH2:26]>>[F:1][c:2]1[c:3]2[cH:4][cH:5][cH:6][n:7][c:8]2[cH:9][c:10]([F:25])[c:11]1[CH:12]([CH3:13])[NH2:14]. Run in O (water), O (water). Product: [N+](=O)([O-])C=1C=C(C=CC1)S(=O)(=O)[O-].C(C1=CC=CC=C1)(=O)OCC[N+](C)(C)CC1=CC=CC=C1 (N-(Benzoyloxyethyl)-N,N-dimethylbenzylammonium m-nitrobenzenesulfonate). Reactants: [N+](=O)([O-])C=1C=C(C=CC1)S(=O)(=O)[O-].[Na+] (sodium m-nitrobenzenesulfonate), [Cl-].C(C1=CC=CC=C1)(=O)OCC[N+](C)(C)CC1=CC=CC=C1 (N-(Benzoyloxyethyl)-N,N-dimethylbenzylammonium chloride). Run at time 8 hour. Procedure: A solution of 45.03 g (0.20 mol) of sodium m-nitrobenzenesulfonate in 200 ml of water was added to a solution of 63.97 g (0.20 mol) of N-(benzoyloxyethyl)-N,N-dimethylbenzylammonium chloride (prepared as described in Example 9) in 250 ml of water. An oily precipitate immediately formed. The water was decanted from the oil and fresh water was added. After standing overnight, the oil was taken up in methylene chloride. The water layer was separated and the organic layer was dried over MgSO4 and co... RXN SMILES: [N+:1]([C:4]1[CH:5]=[C:6]([S:10]([O-:13])(=[O:12])=[O:11])[CH:7]=[CH:8][CH:9]=1)([O-:3])=[O:2].[Na+].[Cl-].[C:16]([O:24][CH2:25][CH2:26][N+:27]([CH2:30][C:31]1[CH:36]=[CH:35][CH:34]=[CH:33][CH:32]=1)([CH3:29])[CH3:28])(=[O:23])[C:17]1[CH:22]=[CH:21][CH:20]=[CH:19][CH:18]=1>O>[N+:1]([C:4]1[CH:5]=[C:6]([S:10]([O-:13])(=[O:11])=[O:12])[CH:7]=[CH:8][CH:9]=1)([O-:3])=[O:2].[C:16]([O:24][CH2:25][CH2:26][N+:27]([CH2:30][C:31]1[CH:32]=[CH:33][CH:34]=[CH:35][CH:36]=1)([CH3:29])[CH3:28])(=[O:23])[C:17]1[CH:18]=[CH:19][CH:20]=[CH:21][CH:22]=1 |f:0.1,2.3,5.6|. Reactants: O=Cc1cc(OCc2ccccc2)c(OCc2ccccc2)cc1F, CCCO, CC(C)=O. The product is O=C(O)c1cc(OCc2ccccc2)c(OCc2ccccc2)cc1F. Reaction SMILES: [CH2:1]([c:2]1[cH:3][cH:4][cH:5][cH:6][cH:7]1)[O:8][c:9]1[cH:10][c:11]([F:25])[c:12]([CH:13]=[O:14])[cH:15][c:16]1[O:17][CH2:18][c:19]1[cH:20][cH:21][cH:22][cH:23][cH:24]1.[CH2:26]([CH2:27][CH3:28])[OH:29].[CH3:30][C:31](=[O:32])[CH3:33]>>[CH2:1]([c:2]1[cH:3][cH:4][cH:5][cH:6][cH:7]1)[O:8][c:9]1[cH:10][c:11]([F:25])[c:12]([C:13](=[O:14])[OH:29])[cH:15][c:16]1[O:17][CH2:18][c:19]1[cH:20][cH:21][cH:22][cH:23][cH:24]1. The reactants are OC[C@H]1C[C@@H]2N(CCN(C2)C2=NC=C(C=N2)F)C1 ((7S,8aS)-7-hydroxymethyl-2-(5-fluoropyrimidin-2-yl)-1,2,3,4,6,7,8,8a-octahydro-pyrrolo[1,2-a]pyrazine), FC1=CC=C(C=C1)O (4-fluorophenol), C1(=CC=CC=C1)P(C1=CC=CC=C1)C1=CC=CC=C1 (triphenylphosphine), N(=NC(=O)OCC)C(=O)OCC (diethyl azodicarboxylate). The solvent is C1CCOC1 (THF). Product: FC1=CC=C(OC[C@H]2C[C@@H]3N(CCN(C3)C3=NC=C(C=N3)F)C2)C=C1 ((7S,8aS)-7-(4-Fluorophenoxy)methyl-2-(5-fluoropyrimidin-2-yl)-1,2,3,4,6,7,8,8a-octahydro-pyrrolo[1,2-a]pyrazine). Yield: 53.9%. As a reaction SMILES: [OH:1][CH2:2][C@@H:3]1[CH2:18][N:6]2[CH2:7][CH2:8][N:9]([C:11]3[N:16]=[CH:15][C:14]([F:17])=[CH:13][N:12]=3)[CH2:10][C@@H:5]2[CH2:4]1.[F:19][C:20]1[CH:25]=[CH:24][C:23](O)=[CH:22][CH:21]=1.C1(P(C2C=CC=CC=2)C2C=CC=CC=2)C=CC=CC=1.N(C(OCC)=O)=NC(OCC)=O>C1COCC1>[F:19][C:20]1[CH:25]=[CH:24][C:23]([O:1][CH2:2][C@@H:3]2[CH2:18][N:6]3[CH2:7][CH2:8][N:9]([C:11]4[N:12]=[CH:13][C:14]([F:17])=[CH:15][N:16]=4)[CH2:10][C@@H:5]3[CH2:4]2)=[CH:22][CH:21]=1. Reported procedure: A solution of 0.25 g (0.99 mmol) of (7S,8aS)-7-hydroxymethyl-2-(5-fluoropyrimidin-2-yl)-1,2,3,4,6,7,8,8a-octahydro-pyrrolo[1,2-a]pyrazine (Preparation 13), 0.167 g (1.49 mmol) of 4-fluorophenol, 0.31 g (1.19 mmol) of triphenylphosphine and 0.19 mL (1.2 mmol) of diethyl azodicarboxylate (DEAD) in 10 mL of dry THF was stirred at ambient temperature for 16 h. The solvent was evaporated, the residue was dissolved in chloroform and washed with 1M sodium hydroxide. The organic phase was dried (magnesi...